Dataset: the Open Reaction Database (ORD), a public repository of structured organic reaction records. Task: describe an organic reaction: reactants, conditions, products, and yield Starting materials: CCCCC(=O)OCC(Cl)(Cl)Cl, CCCCC(=O)Cl, OC(Cl)(Cl)CCl, COc1nc(N)nc2c1ncn2C1OC(CO)C(O)C1O, O, c1ccncc1. Yields the product CCCCC(=O)OCC1OC(n2cnc3c(OC)nc(N)nc32)C(O)C1O. Reaction SMILES: [C:22]([CH2:23][CH2:24][CH2:25][CH3:26])(=[O:27])[O:28][CH2:29][C:30]([Cl:31])([Cl:32])[Cl:33].[C:34]([Cl:35])(=[O:36])[CH2:37][CH2:38][CH2:39][CH3:40].[Cl:41][CH2:42][C:43]([Cl:44])([Cl:45])[OH:46].[NH2:1][c:2]1[n:3][c:4]([O:20][CH3:21])[c:5]2[n:6][cH:7][n:8]([CH:11]3[CH:12]([OH:13])[CH:14]([OH:15])[CH:16]([CH2:18][OH:19])[O:17]3)[c:9]2[n:10]1.[OH2:53].[cH:47]1[cH:48][cH:49][n:50][cH:51][cH:52]1>>[NH2:1][c:2]1[n:3][c:4]([O:20][CH3:21])[c:5]2[n:6][cH:7][n:8]([CH:11]3[CH:12]([OH:13])[CH:14]([OH:15])[CH:16]([CH2:18][O:19][C:22]([CH2:23][CH2:24][CH2:25][CH3:26])=[O:27])[O:17]3)[c:9]2[n:10]1. The reactants are N1=CC=CC=C1 (pyridine), FC(OC1=C2CCN(C2=CC=C1)C(CC1=NC(=CC(N1)=O)N1CCOCC1)=O)F (2-{2-[4-(difluoromethoxy)-2,3-dihydro-1H-indol-1-yl]-2-oxoethyl}-6-(morpholin-4-yl)pyrimidin-4(3H)-one), Cl.CN(CCCN=C=NCC)C (N-[3-(dimethylamino)propyl]-N′-ethylcarbodiimide hydrochloride), CN1C(=NC(=CC1=O)N1CCOCC1)CC(=O)[O-].[Na+] (sodium [1-methyl-4-(morpholin-4-yl)-6-oxo-1,6-dihydropyrimidin-2-yl]acetate). The solvent is CN(C=O)C (N,N-dimethylformamide). Reaction conditions: time 16 hour. Yields the product CN1C(=NC(=CC1=O)N1CCOCC1)CC(=O)N1CCC2=C(C=CC=C12)CN1CCN(CC1)C (3-methyl-2-(2-{4[(4-methylpiperazin-1-yl)methyl]-2,3-dihydro-1H-indol-1-yl}-2-oxoethyl)-6-(morpholin-4-yl)pyrimidin-4(3H)-one). As a reaction SMILES: [N:1]1[CH:6]=CC=C[CH:2]=1.FC(F)O[C:10]1[CH:18]=[CH:17][CH:16]=[C:15]2[C:11]=1[CH2:12][CH2:13][N:14]2C(=O)CC1NC(=O)C=C(N2CCOCC2)N=1.Cl.[CH3:37][N:38]([CH3:47])[CH2:39][CH2:40]CN=C=NCC.[CH3:48][N:49]1[C:54](=[O:55])[CH:53]=[C:52]([N:56]2[CH2:61][CH2:60][O:59][CH2:58][CH2:57]2)[N:51]=[C:50]1[CH2:62][C:63]([O-:65])=O.[Na+]>CN(C)C=O>[CH3:48][N:49]1[C:54](=[O:55])[CH:53]=[C:52]([N:56]2[CH2:57][CH2:58][O:59][CH2:60][CH2:61]2)[N:51]=[C:50]1[CH2:62][C:63]([N:14]1[C:15]2[C:11](=[C:10]([CH2:2][N:1]3[CH2:40][CH2:39][N:38]([CH3:37])[CH2:47][CH2:6]3)[CH:18]=[CH:17][CH:16]=2)[CH2:12][CH2:13]1)=[O:65] |f:2.3,4.5|. Reported procedure: 5 ml of pyridine, 404 mg of 4-(4-methylpiperazin-1-ylmethyl)-2,3-dihydro-1H-indole (reference example 9d) and 390 mg of N-[3-(dimethylamino)propyl]-N′-ethylcarbodiimide hydrochloride are successively added to a solution of 500 mg of sodium [1-methyl-4-(morpholin-4-yl)-6-oxo-1,6-dihydropyrimidin-2-yl]acetate (example 4d, step 2d) in 5 ml of N,N-dimethylformamide. The reaction mixture is stirred at ambient temperature for 16 hours, and then concentrated under reduced pressure. The residue is taken... The reactants are CCN(CC)C(=O)NC1C=C2c3c(NC(C)=O)ccc4[nH]cc(c34)CC2N(C)C1, O=C(O)C(O)C(O)C(=O)O, CC(C)C[Al+]CC(C)C, Cc1ccccc1, Cl, [H-], N, C1COCCO1, O. Product: CCNc1ccc2[nH]cc3c2c1C1=CC(NC(=O)N(CC)CC)CN(C)C1C3. RXN SMILES: [C:1]([CH3:2])(=[O:3])[NH:4][c:5]1[cH:6][cH:7][c:8]2[nH:9][cH:10][c:11]3[c:20]2[c:19]1[C:18]1=[CH:17][CH:16]([NH:21][C:22]([N:23]([CH2:24][CH3:25])[CH2:26][CH3:27])=[O:28])[CH2:15][N:14]([CH3:29])[CH:13]1[CH2:12]3.[C:42]([OH:43])(=[O:44])[CH:45]([CH:46]([C:47]([OH:48])=[O:49])[OH:50])[OH:51].[CH2:31]([Al+:32][CH2:33][CH:34]([CH3:35])[CH3:36])[CH:37]([CH3:38])[CH3:39].[CH3:58][c:59]1[cH:60][cH:61][cH:62][cH:63][cH:64]1.[ClH:40].[H-:30].[NH3:41].[O:52]1[CH2:53][CH2:54][O:55][CH2:56][CH2:57]1.[OH2:65]>>[CH2:1]([CH3:2])[NH:4][c:5]1[cH:6][cH:7][c:8]2[nH:9][cH:10][c:11]3[c:20]2[c:19]1[C:18]1=[CH:17][CH:16]([NH:21][C:22]([N:23]([CH2:24][CH3:25])[CH2:26][CH3:27])=[O:28])[CH2:15][N:14]([CH3:29])[CH:13]1[CH2:12]3. Starting materials: N1=CNC=2C=NC=CC21.C1(=CC=CC=C1)C(CN1C=NC=2C1=NC=CC2)O (3H-imidazo[4,5-c]pyridine α-phenyl-3H-imidazo[4,5-b]pyridine-3-ethanol), [Cr](=O)(=O)([O-])Cl.[NH+]1=CC=CC=C1 (pyridinium chlorochromate). The solvent is C(Cl)Cl (methylene chloride), C(Cl)Cl (methylene chloride). Reaction conditions: time 8 hour. Product: ClC1=CC=C(C=C1)C1=NC=2C(=NC=CC2)N1CC(=O)C1=CC=CC=C1 (2-[2-(4-Chlorophenyl)-3H-imidazo[4,5-b]pyridine-3-yl]-1-phenyl ethanone). Isolated yield 53.2%. Reaction SMILES: N1[C:9]2[CH:8]=CN=CC=2NC=1.[C:10]1([CH:16]([OH:27])[CH2:17][N:18]2[C:22]3=[N:23][CH:24]=[CH:25][CH:26]=[C:21]3N=C2)[CH:15]=[CH:14][CH:13]=[CH:12][CH:11]=1.[Cr]([Cl:32])([O-])(=O)=O.[NH+:33]1[CH:38]=[CH:37][CH:36]=[CH:35][CH:34]=1>C(Cl)Cl>[Cl:32][C:24]1[CH:25]=[CH:26][C:21]([C:22]2[N:18]([CH2:17][C:16]([C:10]3[CH:11]=[CH:12][CH:13]=[CH:14][CH:15]=3)=[O:27])[C:34]3=[N:33][CH:38]=[CH:37][CH:36]=[C:35]3[N:23]=2)=[CH:9][CH:8]=1 |f:0.1,2.3|. Procedure details: Under nitrogen atmosphere, a solution of 3H-imidazo[4,5-c]pyridine-α-phenyl-3H-imidazo[4,5-b]pyridine-3-ethanol (9.44 g, 0.027 mole) in methylene chloride (50 ml) was added to a stirred suspension of pyridinium chlorochromate (8.75 g, 0.041 mole) in methylene chloride (100 ml) and allowed to stir at room temperature overnight. The reaction mixture was filtered. The residue was treated with boiling methylene chloride and filtered. The methylene chloride filtrate was treated with Florisil® and fil... Starting materials: B, CSC, CO, O=C(CN1CCOCC1)Nc1ccn(-c2ccc(Cl)c(Cl)c2)n1, Cl, C1CCOC1, O. Product: Clc1ccc(-n2ccc(NCCN3CCOCC3)n2)cc1Cl. As a reaction SMILES: [BH3:27].[CH3:24][S:25][CH3:26].[CH3:35][OH:36].[Cl:1][c:2]1[cH:3][c:4](-[n:9]2[n:10][c:11]([NH:14][C:15]([CH2:16][N:17]3[CH2:18][CH2:19][O:20][CH2:21][CH2:22]3)=[O:23])[cH:12][cH:13]2)[cH:5][cH:6][c:7]1[Cl:8].[ClH:29].[O:30]1[CH2:31][CH2:32][CH2:33][CH2:34]1.[OH2:28]>>[Cl:1][c:2]1[cH:3][c:4](-[n:9]2[n:10][c:11]([NH:14][CH2:15][CH2:16][N:17]3[CH2:18][CH2:19][O:20][CH2:21][CH2:22]3)[cH:12][cH:13]2)[cH:5][cH:6][c:7]1[Cl:8]. Reactants: C1(=CC=CC=2C(=CC=CC12)S(=O)(=O)O)S(=O)(=O)O.ClC1=CC=C(OC(C(C(CCl)(C)C)=O)N2C=NC=C2)C=C1 (1-(4-chlorophenoxy)-1-(imidazol-1-yl)-3,3-dimethyl-4-chloro-butan-2-one naphthalene-1,5-disulphonate), C([O-])(O)=O.[Na+] (sodium bicarbonate), [BH4-].[Na+] (sodium borohydride). Solvent: C(Cl)Cl (methylene chloride), C(C)(C)O (isopropanol). Conditions: time 15 hour. Yields the product ClC1=CC=C(OC(C(C(CCl)(C)C)O)N2C=NC=C2)C=C1 (1-(4-chlorophenoxy)-1-(imidazol-1-yl)-3,3-dimethyl-4-chloro-butan-2-ol). Yield: 74.4%. As a reaction SMILES: C1(S(O)(=O)=O)C2C=CC=C(S(O)(=O)=O)C=2C=CC=1.[Cl:19][C:20]1[CH:39]=[CH:38][C:23]([O:24][CH:25]([N:33]2[CH:37]=[CH:36][N:35]=[CH:34]2)[C:26](=[O:32])[C:27]([CH3:31])([CH3:30])[CH2:28][Cl:29])=[CH:22][CH:21]=1.C(=O)(O)[O-].[Na+].[BH4-].[Na+]>C(Cl)Cl.C(O)(C)C>[Cl:19][C:20]1[CH:21]=[CH:22][C:23]([O:24][CH:25]([N:33]2[CH:37]=[CH:36][N:35]=[CH:34]2)[CH:26]([OH:32])[C:27]([CH3:30])([CH3:31])[CH2:28][Cl:29])=[CH:38][CH:39]=1 |f:0.1,2.3,4.5|. Procedure: 18.8 g (0.04 mol) of 1-(4-chlorophenoxy)-1-(imidazol-1-yl)-3,3-dimethyl-4-chloro-butan-2-one naphthalene-1,5-disulphonate were suspended in 100 ml of methylene chloride, and 100 ml of sodium bicarbonate solution were added. The organic phase was separated off, dried over sodium sulphate and concentrated by distilling off the solvent in vacuo. The base thus obtained was taken up in 100 ml of isopropanol, and 2 g (0.05 mol) of sodium borohydride were added in portions at 5° to 10° C. The mixture w... Starting materials: N1C=NC(=C1)C(CC)C1=CC=NC2=CC=CC=C12 (4-[1-(1H-Imidazol-4-yl)-propyl]-quinoline), Cl (HCl). The solvent is CO (methanol), O1CCOCC1 (dioxane). Yields the product Cl.Cl.N1C=NC(=C1)C(CC)C1=CC=NC2=CC=CC=C12 (4-[1-(1H-Imidazol-4-yl)-propyl]-quinoline dihydrochloride). Yield: 100.0%. As a reaction SMILES: [NH:1]1[CH:5]=[C:4]([CH:6]([C:9]2[C:18]3[C:13](=[CH:14][CH:15]=[CH:16][CH:17]=3)[N:12]=[CH:11][CH:10]=2)[CH2:7][CH3:8])[N:3]=[CH:2]1.[ClH:19]>CO.O1CCOCC1>[ClH:19].[ClH:19].[NH:1]1[CH:5]=[C:4]([CH:6]([C:9]2[C:18]3[C:13](=[CH:14][CH:15]=[CH:16][CH:17]=3)[N:12]=[CH:11][CH:10]=2)[CH2:7][CH3:8])[N:3]=[CH:2]1 |f:4.5.6|. Procedure: To 4-[1-(1H-Imidazol-4-yl)-propyl]-quinoline (0.185, 0.779 mmol) in 5 ml methanol, 3 ml of HCl in dioxane was added and the reaction mixture was concentrated under reduced pressure to give 0.240 g, (100%) of the product as a foam.